Dataset: the Open Reaction Database (ORD), a public repository of structured organic reaction records. Task: describe an organic reaction: reactants, conditions, products, and yield Starting materials: BrCC(C(C)(C)C)=O (1-bromo-3,3-dimethyl-2-butanone), C1(=CC=C(C=C1)S(=O)[O-])C.[Na+] (sodium p-toluenesulfinate), O (H2O). The solvent is CS(=O)C (dimethylsulfoxide). Conditions: time 18 hour. Yields the product C1(=CC=C(C=C1)S(=O)(=O)CC(C(C)(C)C)=O)C (1-(p-toluenesulfonyl)-3,3-dimethyl-2-butanone). Yield: 86.1%. RXN SMILES: Br[CH2:2][C:3](=[O:8])[C:4]([CH3:7])([CH3:6])[CH3:5].[C:9]1([CH3:18])[CH:14]=[CH:13][C:12]([S:15]([O-:17])=[O:16])=[CH:11][CH:10]=1.[Na+].O>CS(C)=O>[C:9]1([CH3:18])[CH:14]=[CH:13][C:12]([S:15]([CH2:2][C:3](=[O:8])[C:4]([CH3:7])([CH3:6])[CH3:5])(=[O:17])=[O:16])=[CH:11][CH:10]=1 |f:1.2|. Reported procedure: To a solution of 1-bromo-3,3-dimethyl-2-butanone (33.3 g, 0.19 mole) in dimethylsulfoxide (330 ml), sodium p-toluenesulfinate (34.9 g, 0.20 mole) was added at 30°-40° C., and reacted with stirring at 60°-70° C. for 18 hours. The reaction mixture was poured into cold H2O (2 liter). The precipitate was filtered, washed with H2O and dried to afford 41.6 g of 1-(p-toluenesulfonyl)-3,3-dimethyl-2-butanone as white crystals. m.p. 119°-122° C. Reactants: O=C([O-])[O-], CC(C)=O, CI, [K+], [K+], Oc1cccc2c1oc1ccccc12. Product: COc1cccc2c1oc1ccccc12. Reaction SMILES: [C:1](=[O:2])([O-:3])[O-:4].[CH3:23][C:24](=[O:25])[CH3:26].[CH3:7][I:8].[K+:5].[K+:6].[cH:9]1[cH:10][cH:11][c:12]([OH:22])[c:13]2[o:14][c:15]3[c:16]([c:17]12)[cH:18][cH:19][cH:20][cH:21]3>>[CH3:1][O:22][c:12]1[cH:11][cH:10][cH:9][c:17]2[c:13]1[o:14][c:15]1[c:16]2[cH:18][cH:19][cH:20][cH:21]1. Reactants: FC=1C=CC2=C(C(CC3CCN(CC23)C)=O)C1 (8-fluoro-2-methyl-1,3,4,4a,5,10b-hexahydro-2H-benzo[h]isoquinolin-6-one), N#CBr (cyanogen bromide). Solvent: C(Cl)(Cl)Cl (chloroform), C(Cl)(Cl)Cl (chloroform). Yields the product FC=1C=CC2=C(C(C[C@H]3CCNC[C@@H]23)=O)C1 (cis-8-fluoro-1,3,4,4a,5,10b-hexahydro-2H-benzo[h]isoquinolin-6-one). The yield is 68.9%. Reaction SMILES: [F:1][C:2]1[CH:3]=[CH:4][C:5]2[CH:14]3[CH:9]([CH2:10][CH2:11][N:12](C)[CH2:13]3)[CH2:8][C:7](=[O:16])[C:6]=2[CH:17]=1.N#CBr>C(Cl)(Cl)Cl>[F:1][C:2]1[CH:3]=[CH:4][C:5]2[C@H:14]3[C@H:9]([CH2:10][CH2:11][NH:12][CH2:13]3)[CH2:8][C:7](=[O:16])[C:6]=2[CH:17]=1. Procedure details: 0.45 g (1.92 mmol) of 8-fluoro-2-methyl-1,3,4,4a,5,10b-hexahydro-2H-benzo[h]isoquinolin-6-one was dissolved in 6 ml of anhydrous chloroform and added dropwise at room temperature over 15 minutes to a solution of 244 mg (2.3 mmol) of cyanogen bromide in 2 ml of anhydrous chloroform. Subsequently, the mixture was heated under reflux for a further 75 minutes, concentrated in a vacuum, taken up with 12 ml of 2N hydrochloric acid and heated under reflux over 6 hours. Subsequently, the mixture was mad... The product is CN1CCc2ccn(S(=O)(=O)c3ccccc3)c2C(c2ccccc2)C1. RXN SMILES: [CH3:28][S:29](=[O:30])(=[O:31])[OH:32].[OH:1][CH:2]([CH2:3][N:4]([CH3:5])[CH2:6][CH2:7][c:8]1[cH:9][n:10]([S:13](=[O:14])(=[O:15])[c:16]2[cH:17][cH:18][cH:19][cH:20][cH:21]2)[cH:11][cH:12]1)[c:22]1[cH:23][cH:24][cH:25][cH:26][cH:27]1.[OH:33][C:34]([C:35]([F:36])([F:37])[F:38])=[O:39]>>[CH:2]1([c:22]2[cH:23][cH:24][cH:25][cH:26][cH:27]2)[CH2:3][N:4]([CH3:5])[CH2:6][CH2:7][c:8]2[c:9]1[n:10]([S:13](=[O:14])(=[O:15])[c:16]1[cH:17][cH:18][cH:19][cH:20][cH:21]1)[cH:11][cH:12]2. Starting materials: CS(=O)(=O)O, CN(CCc1ccn(S(=O)(=O)c2ccccc2)c1)CC(O)c1ccccc1, O=C(O)C(F)(F)F. Procedure: (a-5) was synthesized by a dehydrating esterification reaction between stearic acid and N,N-dimethyl-1,3-propanediamine. Specifically, a four-neck flask equipped with a stirrer, a temperature gage and a dewatering pipe was charged with 120 g of N,N-dimethyl-1,3-propanediamine, 284 of stearic acid and 0.12 g of sodium borohydride and the mixture was raised to 180° C. The mixture was heated under stirring at this temperature for about 5 hours while distilling generated water and a part of N,N-dime... Conditions: temperature 180 celsius, time 5 hour. Reaction SMILES: [C:1]([OH:20])(=O)[CH2:2][CH2:3][CH2:4][CH2:5][CH2:6][CH2:7][CH2:8][CH2:9][CH2:10][CH2:11][CH2:12][CH2:13][CH2:14][CH2:15][CH2:16][CH2:17][CH3:18].[CH3:21][N:22]([CH3:27])[CH2:23][CH2:24][CH2:25][NH2:26].[BH4-].[Na+]>>[C:1]([NH:26][CH2:25][CH2:24][CH2:23][N:22]([CH3:27])[CH3:21])(=[O:20])[CH2:2][CH2:3][CH2:4][CH2:5][CH2:6][CH2:7][CH2:8][CH2:9][CH2:10][CH2:11][CH2:12][CH2:13][CH2:14][CH2:15][CH2:16][CH2:17][CH3:18] |f:2.3|. Product: C(CCCCCCCCCCCCCCCCC)(=O)NCCCN(C)C (N-stearoylaminopropyl-N,N-dimethylamine). Starting materials: C(CCCCCCCCCCCCCCCCC)(=O)O (stearic acid), CN(CCCN)C (N,N-dimethyl-1,3-propanediamine), CN(CCCN)C (N,N-dimethyl-1,3-propanediamine), C(CCCCCCCCCCCCCCCCC)(=O)O (stearic acid), [BH4-].[Na+] (sodium borohydride). Reactants: CCOC(=O)c1cc(Br)ccc1Cl, O=C([O-])[O-], Cc1ccccc1, CN(C)CCN1CCNCC1, CCOC(C)=O, [Cs+], [Cs+], O=C(C=Cc1ccccc1)C=Cc1ccccc1, O=C(C=Cc1ccccc1)C=Cc1ccccc1, O=C(C=Cc1ccccc1)C=Cc1ccccc1, [Pd], [Pd]. Yields the product CCOC(=O)c1cc(N2CCN(CCN(C)C)CC2)ccc1Cl. RXN SMILES: [Br:1][c:2]1[cH:3][cH:4][c:5]([Cl:13])[c:6]([C:7](=[O:8])[O:9][CH2:10][CH3:11])[cH:12]1.[C:14](=[O:15])([O-:16])[O-:17].[CH3:20][c:21]1[cH:22][cH:23][cH:24][cH:25][cH:26]1.[CH3:27][N:28]([CH2:29][CH2:30][N:31]1[CH2:32][CH2:33][NH:34][CH2:35][CH2:36]1)[CH3:37].[CH3:38][CH2:39][O:40][C:41]([CH3:42])=[O:43].[Cs+:18].[Cs+:19].[O:46]=[C:47]([CH:48]=[CH:49][c:50]1[cH:51][cH:52][cH:53][cH:54][cH:55]1)[CH:56]=[CH:57][c:58]1[cH:59][cH:60][cH:61][cH:62][cH:63]1.[O:64]=[C:65]([CH:66]=[CH:67][c:68]1[cH:69][cH:70][cH:71][cH:72][cH:73]1)[CH:74]=[CH:75][c:76]1[cH:77][cH:78][cH:79][cH:80][cH:81]1.[O:82]=[C:83]([CH:84]=[CH:85][c:86]1[cH:87][cH:88][cH:89][cH:90][cH:91]1)[CH:92]=[CH:93][c:94]1[cH:95][cH:96][cH:97][cH:98][cH:99]1.[Pd:44].[Pd:45]>>[c:2]1([N:34]2[CH2:33][CH2:32][N:31]([CH2:30][CH2:29][N:28]([CH3:27])[CH3:37])[CH2:36][CH2:35]2)[cH:3][cH:4][c:5]([Cl:13])[c:6]([C:7](=[O:8])[O:9][CH2:10][CH3:11])[cH:12]1. Yields the product CC(=O)C1C(=O)N(C(=O)NC(=O)c2ccccc2)c2ccccc21. As a reaction SMILES: [C:1]([c:2]1[cH:3][cH:4][cH:5][cH:6][cH:7]1)(=[O:8])[NH:9][C:10](=[O:11])[N:12]1[C:13](=[O:21])[CH2:14][c:15]2[cH:16][cH:17][cH:18][cH:19][c:20]21.[CH3:22][C:23](=[O:24])[O:25][C:26](=[O:27])[CH3:28].[CH3:30][N:31]([CH3:32])[CH:33]=[O:34].[CH3:35][N:36]([c:37]1[cH:38][cH:39][n:40][cH:41][cH:42]1)[CH3:43].[ClH:29]>>[C:1]([c:2]1[cH:3][cH:4][cH:5][cH:6][cH:7]1)(=[O:8])[NH:9][C:10](=[O:11])[N:12]1[C:13](=[O:21])[CH:14]([C:23]([CH3:22])=[O:24])[c:15]2[cH:16][cH:17][cH:18][cH:19][c:20]21. The reactants are O=C(NC(=O)N1C(=O)Cc2ccccc21)c1ccccc1, CC(=O)OC(C)=O, CN(C)C=O, CN(C)c1ccncc1, Cl.